This data is from the Open Reaction Database (ORD), a public repository of structured organic reaction records. The task is: describe an organic reaction: reactants, conditions, products, and yield RXN SMILES: C(O[CH:5]1[O:27][C@H:26]([CH2:28][O:29][C:30](=[O:37])[C:31]2[CH:36]=[CH:35][CH:34]=[CH:33][CH:32]=2)[C@@H:16]([O:17][C:18](=[O:25])[C:19]2[CH:24]=[CH:23][CH:22]=[CH:21][CH:20]=2)[C@@:6]1([CH3:38])[O:7][C:8](=[O:15])[C:9]1[CH:14]=[CH:13][CH:12]=[CH:11][CH:10]=1)(=O)C.[NH2:39][C:40]1[N:45]=[CH:44][N:43]=[C:42]2[NH:46][N:47]=[C:48]([I:49])[C:41]=12.B(F)(F)F.CCOCC>[N+](C)([O-])=O>[NH2:39][C:40]1[N:45]=[CH:44][N:43]=[C:42]2[N:46]([C@@H:5]3[O:27][C@H:26]([CH2:28][O:29][C:30](=[O:37])[C:31]4[CH:36]=[CH:35][CH:34]=[CH:33][CH:32]=4)[C@@H:16]([O:17][C:18](=[O:25])[C:19]4[CH:24]=[CH:23][CH:22]=[CH:21][CH:20]=4)[C@@:6]3([CH3:38])[O:7][C:8](=[O:15])[C:9]3[CH:14]=[CH:13][CH:12]=[CH:11][CH:10]=3)[N:47]=[C:48]([I:49])[C:41]=12 |f:2.3|. The reactants are C(C)(=O)OC1[C@](OC(C2=CC=CC=C2)=O)([C@H](OC(C2=CC=CC=C2)=O)[C@H](O1)COC(C1=CC=CC=C1)=O)C (1-O-Acetyl-2-C-methyl-2,3,5-tri-O-benzoyl-D-ribofuranose), NC1=C2C(=NC=N1)NN=C2I (4-Amino-3-iodo-1H-pyrazolo[3,4-d]pyrimidine), B(F)(F)F.CCOCC (borontrifluoride etherate). Solvent: [N+](=O)([O-])C (nitromethane). Product: NC1=C2C(=NC=N1)N(N=C2I)[C@H]2[C@](OC(C1=CC=CC=C1)=O)([C@H](OC(C1=CC=CC=C1)=O)[C@H](O2)COC(C2=CC=CC=C2)=O)C (4-Amino-3-iodo-1-(2-C-methyl-2,3,5-tri-O-benzoyl-β-D-ribofuranosyl)pyrazolo[3,4-d]pyrimidine). Procedure details: 1-O-Acetyl-2-C-methyl-2,3,5-tri-O-benzoyl-D-ribofuranose (1.0 g, 1.72 mmol) was dissolved in anhydrous nitromethane (10.0 mL) and to this solution compound 1.2 (312 mg, 1.21 mmol) was added. The resulting suspension was brought to reflux and borontrifluoride etherate (0.23 mL, 1.78 mmol) was added. The suspension became a clear solution, which was heated at reflux for 2 hr. The mixture was cooled, the solvents were evaporated and the off-white foamy residue was dissolved in ethyl acetate and the... The yield is 93.2%. The reactants are CC(=O)OC(C)=O, CCCCCCCCCCC(O)c1coc([Si](C)(C)C)c1, c1ccncc1. Yields the product CCCCCCCCCCC(OC(C)=O)c1coc([Si](C)(C)C)c1. As a reaction SMILES: [CH3:22][C:23](=[O:24])[O:25][C:26](=[O:27])[CH3:28].[OH:1][CH:2]([CH2:3][CH2:4][CH2:5][CH2:6][CH2:7][CH2:8][CH2:9][CH2:10][CH2:11][CH3:12])[c:13]1[cH:14][c:15]([Si:18]([CH3:19])([CH3:20])[CH3:21])[o:16][cH:17]1.[cH:29]1[cH:30][cH:31][n:32][cH:33][cH:34]1>>[O:1]([CH:2]([CH2:3][CH2:4][CH2:5][CH2:6][CH2:7][CH2:8][CH2:9][CH2:10][CH2:11][CH3:12])[c:13]1[cH:14][c:15]([Si:18]([CH3:19])([CH3:20])[CH3:21])[o:16][cH:17]1)[C:23]([CH3:22])=[O:24].